From a dataset of the Open Reaction Database (ORD), a public repository of structured organic reaction records. describe an organic reaction: reactants, conditions, products, and yield Starting materials: BrC=1C=CC2=C(N(C(=N2)C2CC(C2)C=NO)C)C1 (1-(3-(6-bromo-1-methyl-1H-benzimidazol-2-yl)cyclobutyl)-N-hydroxymethanimine), P(=O)(Cl)(Cl)Cl (phosphorous oxychloride). Solvent: CC#N (CH3CN). Conditions: time 16 hour. The product is BrC=1C=CC2=C(N(C(=N2)C2CC(C2)C#N)C)C1 (3-(6-Bromo-1-methyl-1H-benzimidazol-2-yl)cyclobutanecarbonitrile). Yield: 53.1%. As a reaction SMILES: [Br:1][C:2]1[CH:3]=[CH:4][C:5]2[N:9]=[C:8]([CH:10]3[CH2:13][CH:12]([CH:14]=[N:15]O)[CH2:11]3)[N:7]([CH3:17])[C:6]=2[CH:18]=1.P(Cl)(Cl)(Cl)=O>CC#N>[Br:1][C:2]1[CH:3]=[CH:4][C:5]2[N:9]=[C:8]([CH:10]3[CH2:13][CH:12]([C:14]#[N:15])[CH2:11]3)[N:7]([CH3:17])[C:6]=2[CH:18]=1. Procedure: To a stirred solution of 1-(3-(6-bromo-1-methyl-1H-benzimidazol-2-yl)cyclobutyl)-N-hydroxymethanimine (100 mg) in CH3CN (10 ml) was added phosphorous oxychloride (1 ml), and the mixture was stirred at room temperature for 16 h. The mixture was then concentrated in vacuo and poured into saturated NaHCO3 solution. The mixture was extracted with DCM, and the organic layer was washed with brine, dried over Na2SO4 and purified by column chromatography (MeOH/DCM) to afford the title compound (50 mg) a... Starting materials: C(CCC)[Li] (n-butyl lithium), C(=O)C=1C=C(C(=O)OC)C=CC1 (methyl 3-formylbenzoate), [I-].C[P+](C1=CC=CC=C1)(C1=CC=CC=C1)C1=CC=CC=C1 (methyl triphenylphosphonium iodide). Run in CCCCCC (hexane), O1CCCC1 (tetrahydrofuran), O1CCCC1 (tetrahydrofuran). Reaction conditions: temperature -50 celsius, time 8 hour. Product: C(=C)C=1C=C(C(=O)OC)C=CC1 (methyl 3-vinylbenzoate). Reaction SMILES: [I-].C[P+](C1C=CC=CC=1)(C1C=CC=CC=1)C1C=CC=CC=1.[CH2:22]([Li])[CH2:23][CH2:24][CH3:25].[CH:27]([C:29]1[CH:30]=[C:31](C=CC=1)[C:32]([O:34][CH3:35])=[O:33])=O>O1CCCC1.CCCCCC>[CH:24]([C:23]1[CH:22]=[C:31]([CH:30]=[CH:29][CH:27]=1)[C:32]([O:34][CH3:35])=[O:33])=[CH2:25] |f:0.1|. Reported procedure: To a stirred suspension of 590 mg of methyl triphenylphosphonium iodide in 50 ml of dry tetrahydrofuran cooled to -50° C. was added dropwise 5.3 ml of 2.5M n-butyl lithium in hexane. The resulting mixture was allowed to warm to 0° C. over a period of one hour. The mixture was then cooled to -70° C. and 2.0 g of methyl 3-formylbenzoate in 20 ml of dry tetrahydrofuran was added dropwise over a period of 20 minutes. The reaction mixture was allowed to warm to room temperature and stir overnight. Th... Reactants: CC(C)OCC(Cn1ccnc1)S(Cl)(Cl)(Cl)(Cl)c1ccccc1Cl, O=[N+]([O-])O. Product: CC(C)OCC(Cn1ccnc1)S(Cl)(Cl)(Cl)(Cl)c1ccccc1Cl, O=[N+]([O-])O. Reaction SMILES: [CH:5]([CH3:6])([CH3:7])[O:8][CH2:9][CH:10]([CH2:11][n:12]1[cH:13][n:14][cH:15][cH:16]1)[S:17]([c:18]1[c:19]([Cl:24])[cH:20][cH:21][cH:22][cH:23]1)([Cl:25])([Cl:26])([Cl:27])[Cl:28].[OH:1][N+:2]([O-:3])=[O:4]>>[CH:5]([CH3:6])([CH3:7])[O:8][CH2:9][CH:10]([CH2:11][n:12]1[cH:13][n:14][cH:15][cH:16]1)[S:17]([c:18]1[c:19]([Cl:24])[cH:20][cH:21][cH:22][cH:23]1)([Cl:25])([Cl:26])([Cl:27])[Cl:28].[O:1]=[N+:2]([OH:3])[O-:4]. The reactants are OCCOC=1C=C([N+](=C(C1)C)[O-])C1=NC(=CC=C1)C (4-(2-hydroxyethoxy)-6,6'-dimethyl-2,2'-bipyridine-N-oxide), [BH4-].[Na+] (sodium borohydride). The reagents and catalysts are [Pd] (palladium on carbon). Solvent: CO (methanol). The product is OCCOC1=CC(=NC(=C1)C)C1=NC(=CC=C1)C (4-(2-hydroxyethoxy)-6,6'-dimethyl-2,2'-bipyridine). Reaction SMILES: [OH:1][CH2:2][CH2:3][O:4][C:5]1[CH:6]=[C:7]([C:13]2[CH:18]=[CH:17][CH:16]=[C:15]([CH3:19])[N:14]=2)[N+:8]([O-])=[C:9]([CH3:11])[CH:10]=1.[BH4-].[Na+]>CO.[Pd]>[OH:1][CH2:2][CH2:3][O:4][C:5]1[CH:10]=[C:9]([CH3:11])[N:8]=[C:7]([C:13]2[CH:18]=[CH:17][CH:16]=[C:15]([CH3:19])[N:14]=2)[CH:6]=1 |f:1.2|. Procedure details: 4-(2-hydroxyethoxy)-6,6'-dimethyl-2,2'-bipyridine-N-oxide (23) (2.40 g, 9.22 mmoles) was dissolved in methanol (75 ml). 10% palladium on carbon (0.54 g) was added and then slowly sodium borohydride (3.24 g, 85.6 mmoles). Palladium on carbon was filtered out and the solvent was evaporated. The product was purified by means of flash chromatography (silica, 5-50% methanol/chloroform). Reactants: [N+](=O)([O-])C1=CC=C(C=C1)CC(=O)O (p-nitrophenylacetic acid), C(CCC)N(C1=CC=C(C=O)C=C1)CCCC (4-dibutylamino-benzaldehyde). Solvent: N1CCCCC1 (piperidine). The product is C(CCC)NC1(CC=C(C=C1)C=CC1=CC=C(C=C1)[N+](=O)[O-])NCCCC (1,1-Dibutylamino-4-[2-(4-nitrophenyl)ethenyl]benzene). The yield is 43.6%. As a reaction SMILES: [N+:1]([C:4]1[CH:9]=[CH:8][C:7]([CH2:10][C:11](O)=O)=[CH:6][CH:5]=1)([O-:3])=[O:2].C([N:18]([CH2:27][CH2:28][CH2:29][CH3:30])[C:19]1[CH:26]=[CH:25][C:22](C=O)=[CH:21][CH:20]=1)CCC>N1CCCCC1>[CH2:4]([NH:1][C:19]1([NH:18][CH2:27][CH2:28][CH2:29][CH3:30])[CH:20]=[CH:21][C:22]([CH:11]=[CH:10][C:7]2[CH:8]=[CH:9][C:4]([N+:1]([O-:3])=[O:2])=[CH:5][CH:6]=2)=[CH:25][CH2:26]1)[CH2:5][CH2:6][CH3:7]. Procedure details: The title compound was prepared from p-nitrophenylacetic acid (9.92 g, 0.055 mol) and 4-dibutylamino-benzaldehyde (14.32 g, 0.055 mol) in piperidine (5 mL) using the procedure described in Example 1, Step A. This procedure yielded a red solid, 4.12 g (0.012 mol, 16%) of the desired product. As a reaction SMILES: [F:1][C:2]1[CH:3]=[N:4][CH:5]=[CH:6][C:7]=1[C:8]1[C:9](=[O:34])[NH:10][C:11](=[O:33])[N:12]([CH2:14][CH2:15][CH2:16][N:17]2[CH2:22][C@H:21]3[C@:19]([C:23]4[CH:28]=[CH:27][C:26]([C:29]([F:32])([F:31])[F:30])=[CH:25][CH:24]=4)([CH2:20]3)[CH2:18]2)[CH:13]=1.[ClH:35]>O1CCOCC1>[ClH:35].[ClH:35].[F:1][C:2]1[CH:3]=[N:4][CH:5]=[CH:6][C:7]=1[C:8]1[C:9](=[O:34])[NH:10][C:11](=[O:33])[N:12]([CH2:14][CH2:15][CH2:16][N:17]2[CH2:22][C@H:21]3[C@:19]([C:23]4[CH:28]=[CH:27][C:26]([C:29]([F:31])([F:32])[F:30])=[CH:25][CH:24]=4)([CH2:20]3)[CH2:18]2)[CH:13]=1 |f:3.4.5|. Reactants: FC=1C=NC=CC1C=1C(NC(N(C1)CCCN1C[C@]2(C[C@H]2C1)C1=CC=C(C=C1)C(F)(F)F)=O)=O (5-(3-fluoro-4-pyridinyl)-1-(3-{(1S,5R)-1-[4-(trifluoromethyl)phenyl]-3-azabicyclo[3.1.0]hex-3-yl}propyl)-2,4(1H,3H)-pyrimidinedione), Cl (HCl). Run in O1CCOCC1 (dioxane), O1CCOCC1 (dioxane). Reported procedure: 5-(3-fluoro-4-pyridinyl)-1-(3-{(1S,5R)-1-[4-(trifluoromethyl)phenyl]-3-azabicyclo[3.1.0]hex-3-yl}propyl)-2,4(1H,3H)-pyrimidinedione was dissolved in dioxane and treated with 4N HCl in dioxane (2 eq), to give the title compound as a white powder. Product: Cl.Cl.FC=1C=NC=CC1C=1C(NC(N(C1)CCCN1C[C@]2(C[C@H]2C1)C1=CC=C(C=C1)C(F)(F)F)=O)=O (5-(3-fluoro-4-pyridinyl)-1-(3-{(1S,5R)-1-[4-(trifluoromethyl)phenyl]-3-azabicyclo[3.1.0]hex-3-yl}propyl)-2,4(1H,3H)-pyrimidinedione dihydrochloride).